From a dataset of the Open Reaction Database (ORD), a public repository of structured organic reaction records. describe an organic reaction: reactants, conditions, products, and yield Reactants: N1CCOCC1 (Morpholine), [O-][N+]1=NC(=NC2=C1C=C1C(=C2)OCC1)CCC=O (3-(1-Oxido-7,8-dihydrofuro[2,3-g][1,2,4]benzotriazin-3-yl)propanal), CC(=O)O (HOAc), [BH3-]C#N.[Na+] (NaCNBH3). The solvent is CO (MeOH), CN(C)C=O (DMF). Run at time 30 minute. Yields the product N1(CCOCC1)CCCC=1N=[N+](C2=C(N1)C=C1C(=C2)CCO1)[O-] (3-[3-(4-Morpholinyl)propyl]-7,8-dihydrofuro[2,3-g][1,2,4]benzotriazine 1-Oxide). Isolated yield 73.8%. As a reaction SMILES: [NH:1]1[CH2:6][CH2:5][O:4][CH2:3][CH2:2]1.[O-:7][N+:8]1[C:13]2[CH:14]=[C:15]3[CH2:20][CH2:19][O:18][C:16]3=[CH:17][C:12]=2[N:11]=[C:10]([CH2:21][CH2:22][CH:23]=O)[N:9]=1.[BH3-]C#N.[Na+].CC(O)=O>CO.CN(C=O)C>[N:1]1([CH2:23][CH2:22][CH2:21][C:10]2[N:9]=[N+:8]([O-:7])[C:13]3[CH:14]=[C:15]4[CH2:20][CH2:19][O:18][C:16]4=[CH:17][C:12]=3[N:11]=2)[CH2:6][CH2:5][O:4][CH2:3][CH2:2]1 |f:2.3|. Reported procedure: Morpholine (0.22 mL, 2.52 mmol) was added to a solution of aldehyde 214 (220 mg, 0.90 mmol) in MeOH (10 mL) and DMF (10 ml), and the solution stirred for 30 min. NaCNBH3 (176 mg, 2.80 mmol) was added, followed by HOAc (0.12 mL) and the mixture stirred at 20° C. for 30 min. The solvent was evaporated and the residue partitioned between DCM (40 mL) and water (40 mL). The aqueous phase was extracted with DCM (2×40 mL), the combined organic phase was dried and the solvent evaporated. The residue was... Starting materials: c1(cccnc1)C(C)O, [Si](CC)(CC)CC, c1(c(cccc1)F)[N+](=O)[O-]. Reagents/catalysts: c1ccc(cc1)-c2c3ccccc3cc4ccccc24 (9-Phenylanthracene), CC(C)(C)N=P(N=P(N(C)C)(N(C)C)N(C)C)(N=P(N(C)C)(N(C)C)N(C)C)N=P(N(C)C)(N(C)C)N(C)C (P4-t-Bu). Run in CS(=O)C (DMSO). Reaction conditions: temperature 60 celsius, time 18 hour. Product: CC(Oc1ccccc1[N+](=O)[O-])c2cccnc2. RXN SMILES: [O-:1][N+:2]([c:4]1[c:9](F)[cH:8][cH:7][cH:6][cH:5]1)=[O:3].[CH3:10][CH:11]([c:13]1[cH:18][n:17][cH:16][cH:15][cH:14]1)[OH:12].CC[SiH](CC)CC>>[CH3:10][CH:11]([c:13]1[cH:18][n:17][cH:16][cH:15][cH:14]1)[O:12][c:9]2[c:4]([N+:2]([O-:1])=[O:3])[cH:5][cH:6][cH:7][cH:8]2. The reactants are CC=1N(C(=CC1)C)[C@@H]1C=C[C@@](C1)(C(=O)OC)CC (methyl (1R,4S)-4-(2,5-dimethyl-1H-pyrrol-1-yl)-1-ethylcyclopent-2-ene-1-carboxylate), [OH-].[Na+] (NaOH), [OH-].[Na+] (NaOH). Solvent: CO (methanol). Product: CC=1N(C(=CC1)C)[C@@H]1C=C[C@@](C1)(C(=O)O)CC ((1R,4S)-4-(2,5-dimethyl-1H-pyrrol-1-yl)-1-ethylcyclopent-2-ene-1 carboxylic acid). Yield: 97.0%. RXN SMILES: [CH3:1][C:2]1[N:3]([C@H:8]2[CH2:12][C@@:11]([CH2:17][CH3:18])([C:13]([O:15]C)=[O:14])[CH:10]=[CH:9]2)[C:4]([CH3:7])=[CH:5][CH:6]=1.[OH-].[Na+]>CO>[CH3:7][C:4]1[N:3]([C@H:8]2[CH2:12][C@@:11]([CH2:17][CH3:18])([C:13]([OH:15])=[O:14])[CH:10]=[CH:9]2)[C:2]([CH3:1])=[CH:6][CH:5]=1 |f:1.2|. Procedure details: A solution of methyl (1R,4S)-4-(2,5-dimethyl-1H-pyrrol-1-yl)-1-ethylcyclopent-2-ene-1-carboxylate (12.94 g, 52.3 mmol) in methanol (100 ml) was treated with 2.5 N NaOH (30 ml, 75.0 mmol) and stirred at room temperature. After 15 hours more 2.5 N NaOH (10 ml, 25.0 mmol) was added and the reaction was stirred for an additional four days. The methanol was removed under reduced pressure and the residue partitioned between diethyl ether and water. The layers were separated and the aqueous was acidifi... Starting materials: O=Cc1ccc(-c2nc3cc(Cl)c(Cl)cc3[nH]2)cc1, ClCc1ccc2ccccc2n1. Product: O=Cc1ccc(-c2nc3cc(Cl)c(Cl)cc3n2Cc2ccc3ccccc3n2)cc1. Reaction SMILES: [Cl:1][c:2]1[cH:3][c:4]2[c:5]([n:6][c:7](-[c:9]3[cH:10][cH:11][c:12]([CH:15]=[O:16])[cH:13][cH:14]3)[nH:8]2)[cH:17][c:18]1[Cl:19].[Cl:20][CH2:21][c:22]1[n:23][c:24]2[cH:25][cH:26][cH:27][cH:28][c:29]2[cH:30][cH:31]1>>[Cl:1][c:2]1[cH:3][c:4]2[c:5]([n:6][c:7](-[c:9]3[cH:10][cH:11][c:12]([CH:15]=[O:16])[cH:13][cH:14]3)[n:8]2[CH2:21][c:22]2[n:23][c:24]3[cH:25][cH:26][cH:27][cH:28][c:29]3[cH:30][cH:31]2)[cH:17][c:18]1[Cl:19]. The reactants are C(C)NC=1C(=CC(=C(C1)N1CCN(CC1)C)F)[N+](=O)[O-] (1-[5-(Ethylamino)-2-fluoro-4-nitrophenyl]-4-methylpiperazine), C(#N)CC(=O)OCC (ethyl cyanoacetate). Run in CO (methanol), [Pd] (palladium/carbon). The product is C(C)N1C(=NC2=C1C=C(C(=C2)F)N2CCN(CC2)C)CC#N (1-ethyl-5-fluoro-6-(4-methyl-1-piperazinyl)-2-benzimidazoleacetonitrile). The yield is 38.8%. As a reaction SMILES: [CH2:1]([NH:3][C:4]1[C:5]([N+:18]([O-])=O)=[CH:6][C:7]([F:17])=[C:8]([N:10]2[CH2:15][CH2:14][N:13]([CH3:16])[CH2:12][CH2:11]2)[CH:9]=1)[CH3:2].[C:21]([CH2:23][C:24](OCC)=O)#[N:22]>CO.[Pd]>[CH2:1]([N:3]1[C:4]2[CH:9]=[C:8]([N:10]3[CH2:15][CH2:14][N:13]([CH3:16])[CH2:12][CH2:11]3)[C:7]([F:17])=[CH:6][C:5]=2[N:18]=[C:24]1[CH2:23][C:21]#[N:22])[CH3:2]. Procedure details: 1-[5-(Ethylamino)-2-fluoro-4-nitrophenyl]-4-methylpiperazine (2.8 g, 10 mmol) is dissolved in methanol (200 ml) and hydrogenated with 5 percent palladium/carbon under hydrogen at normal pressure. The palladium/carbon is filtered off and the filtrate is evaporated under reduced pressure. The residue is dried in a high vacuum, dissolved in diethyl glycol ethyl ether (10 ml) and then treated with ethyl cyanoacetate (2.26 g, 20 mmol). The solution is heated to 160° for 4 hours. The solvent is then d... The reactants are CNCc1ccc(OC)cc1, CCOCC, Cn1c(=O)c(-c2cc(N)c(F)cc2Cl)cc2cnc(Cl)cc21. The product is COc1ccc(CN(C)c2cc3c(cn2)cc(-c2cc(N)c(F)cc2Cl)c(=O)n3C)cc1. As a reaction SMILES: [CH3:23][O:24][c:25]1[cH:26][cH:27][c:28]([CH2:29][NH:30][CH3:31])[cH:32][cH:33]1.[CH3:34][CH2:35][O:36][CH2:37][CH3:38].[NH2:1][c:2]1[c:3]([F:22])[cH:4][c:5]([Cl:21])[c:6](-[c:8]2[c:9](=[O:20])[n:10]([CH3:19])[c:11]3[cH:12][c:13]([Cl:18])[n:14][cH:15][c:16]3[cH:17]2)[cH:7]1>>[NH2:1][c:2]1[c:3]([F:22])[cH:4][c:5]([Cl:21])[c:6](-[c:8]2[c:9](=[O:20])[n:10]([CH3:19])[c:11]3[cH:12][c:13]([N:30]([CH2:29][c:28]4[cH:27][cH:26][c:25]([O:24][CH3:23])[cH:33][cH:32]4)[CH3:31])[n:14][cH:15][c:16]3[cH:17]2)[cH:7]1. Starting materials: FC=1C(=C2C=3N([C@H](CO2)C)C=C(C(C3C1)=O)C(=O)O)F ((S)-(−)-9,10-difluoro-3-methyl-7-oxo-2,3-dihydro-7H-pyrido [1,2,3-de][1,4]benzoxazine-6-carboxylic acid), CN1CCNCC1 (N-methyl piperazine), C(C)(C)O (isopropanol). The product is C[C@H]1COC2=C3C(=CC(=C2N4CCN(CC4)C)F)C(=O)C(=CN31)C(=O)O (levofloxacin). The solvent is CS(=O)C (DMSO). Procedure: 5 g (17.8 mmole) of (S)-(−)-9,10-difluoro-3-methyl-7-oxo-2,3-dihydro-7H-pyrido [1,2,3-de][1,4]benzoxazine-6-carboxylic acid was put in suspension in 2.5 mL of DMSO and 4.2 mL (37.9 mmole) of N-methyl piperazine. The reaction mixture was heated to 120° C. and the suspension became soluble. After 2.5 h the reaction was completed. The mixture was then cooled to 70° C. and isopropanol (25 mL) was then added at this temperature. The reaction mixture was slurried for 1 h at ambient temperature, filter... RXN SMILES: [F:1][C:2]1[C:3](F)=[C:4]2[O:9][CH2:8][C@H:7]([CH3:10])[N:6]3[CH:11]=[C:12]([C:17]([OH:19])=[O:18])[C:13](=[O:16])[C:14]([CH:15]=1)=[C:5]23.[CH3:21][N:22]1[CH2:27][CH2:26][NH:25][CH2:24][CH2:23]1.C(O)(C)C>CS(C)=O>[CH3:10][C@@H:7]1[N:6]2[C:5]3[C:14]([C:13]([C:12]([C:17]([OH:19])=[O:18])=[CH:11]2)=[O:16])=[CH:15][C:2]([F:1])=[C:3]([N:25]2[CH2:26][CH2:27][N:22]([CH3:21])[CH2:23][CH2:24]2)[C:4]=3[O:9][CH2:8]1. Conditions: temperature 120 celsius, time 2.5 hour. The yield is 91.1%. Reactants: O (Water), OC1=CC=C(C=O)C=C1 (4-hydroxybenzaldehyde), C([O-])([O-])=O.[K+].[K+] (potassium carbonate), BrCC(=O)OCC (ethyl bromoacetate). Run in CN(C=O)C (dimethylformamide). Run at time 2 hour. Product: C(C)OC(=O)COC1=CC=C(C=O)C=C1 (4-(ethoxycarbonylmethoxy)benzaldehyde). Isolated yield 93.8%. Reaction SMILES: [OH:1][C:2]1[CH:9]=[CH:8][C:5]([CH:6]=[O:7])=[CH:4][CH:3]=1.C(=O)([O-])[O-].[K+].[K+].Br[CH2:17][C:18]([O:20][CH2:21][CH3:22])=[O:19].O>CN(C)C=O>[CH2:21]([O:20][C:18]([CH2:17][O:1][C:2]1[CH:9]=[CH:8][C:5]([CH:6]=[O:7])=[CH:4][CH:3]=1)=[O:19])[CH3:22] |f:1.2.3|. Procedure: To a solution of 4-hydroxybenzaldehyde (10 g) and potassium carbonate (17 g) in dimethylformamide (100 ml) was added ethyl bromoacetate (15 g) under ice-cooling, and the mixture was stirred for 2 hours at ambient temperature. Water was added thereto, and the mixture was extracted with ethyl acetate. The extract was washed with water and brine, dried over magnesium sulfate and concentrated. The residue was purified by flash chromatography (ethyl acetate:n-hexane, 1:4, V/V) to give 4-(ethoxycarbon... Starting materials: O=C([O-])[O-], CC1(C)OB(c2cn[nH]c2)OC1(C)C, Cc1ccccc1, CCO, NCC(c1ccccc1)c1ccc(Cl)cc1, Cl, [K+], [K+], O. Yields the product NCC(c1ccccc1)c1ccc(-c2cn[nH]c2)cc1. RXN SMILES: [C:32](=[O:33])([O-:34])[O-:35].[CH3:18][C:19]1([CH3:20])[C:21]([CH3:22])([CH3:23])[O:24][B:25]([c:26]2[cH:27][n:28][nH:29][cH:30]2)[O:31]1.[CH3:38][c:39]1[cH:40][cH:41][cH:42][cH:43][cH:44]1.[CH3:45][CH2:46][OH:47].[Cl:2][c:3]1[cH:4][cH:5][c:6]([CH:9]([CH2:10][NH2:11])[c:12]2[cH:13][cH:14][cH:15][cH:16][cH:17]2)[cH:7][cH:8]1.[ClH:1].[K+:36].[K+:37].[OH2:48]>>[c:3]1(-[c:26]2[cH:27][n:28][nH:29][cH:30]2)[cH:4][cH:5][c:6]([CH:9]([CH2:10][NH2:11])[c:12]2[cH:13][cH:14][cH:15][cH:16][cH:17]2)[cH:7][cH:8]1.